Dataset: the Open Reaction Database (ORD), a public repository of structured organic reaction records. Task: describe an organic reaction: reactants, conditions, products, and yield Reactants: COCCN1CCC2=C(CC1)C=C(C=C2)N (3-(2-methoxy-ethyl)-2,3,4,5-tetrahydro-1H-benzo[d]azepin-7-ylamine), ClC1=NC=C(C(=N1)NC1=C(C(=O)NC)C=C(C=C1F)C=1C=NN(C1)C)Cl (2-(2,5-dichloro-pyrimidin-4-ylamino)-3-fluoro-N-methyl-5-(1-methyl-1H-pyrazol-4-yl)-benzamide). The product is ClC=1C(=NC(=NC1)NC1=CC2=C(CCN(CC2)CCOC)C=C1)NC1=C(C(=O)NC)C=C(C=C1F)C=1C=NN(C1)C (2-{5-Chloro-2-[3-(2-methoxy-ethyl)-2,3,4,5-tetrahydro-1H-benzo[d]azepin-7-ylamino]-pyrimidin-4-ylamino}-3-fluoro-N-methyl-5-(1-methyl-1H-pyrazol-4-yl)-benzamide), foam. Isolated yield 40.0%. Reaction SMILES: [CH3:1][O:2][CH2:3][CH2:4][N:5]1[CH2:11][CH2:10][C:9]2[CH:12]=[C:13]([NH2:16])[CH:14]=[CH:15][C:8]=2[CH2:7][CH2:6]1.Cl[C:18]1[N:23]=[C:22]([NH:24][C:25]2[C:34]([F:35])=[CH:33][C:32]([C:36]3[CH:37]=[N:38][N:39]([CH3:41])[CH:40]=3)=[CH:31][C:26]=2[C:27]([NH:29][CH3:30])=[O:28])[C:21]([Cl:42])=[CH:20][N:19]=1>>[Cl:42][C:21]1[C:22]([NH:24][C:25]2[C:34]([F:35])=[CH:33][C:32]([C:36]3[CH:37]=[N:38][N:39]([CH3:41])[CH:40]=3)=[CH:31][C:26]=2[C:27]([NH:29][CH3:30])=[O:28])=[N:23][C:18]([NH:16][C:13]2[CH:14]=[CH:15][C:8]3[CH2:7][CH2:6][N:5]([CH2:4][CH2:3][O:2][CH3:1])[CH2:11][CH2:10][C:9]=3[CH:12]=2)=[N:19][CH:20]=1. Reported procedure: 2-{5-Chloro-2-[3-(2-methoxy-ethyl)-2,3,4,5-tetrahydro-1H-benzo[d]azepin-7-ylamino]-pyrimidin-4-ylamino}-3-fluoro-N-methyl-5-(1-methyl-1H-pyrazol-4-yl)-benzamide was prepared from 3-(2-methoxy-ethyl)-2,3,4,5-tetrahydro-1H-benzo[d]azepin-7-ylamine and 2-(2,5-dichloro-pyrimidin-4-ylamino)-3-fluoro-N-methyl-5-(1-methyl-1H-pyrazol-4-yl)-benzamide in an analogous manner to Example 308c. Product isolated as a white foam (81 mg, 40%). LCMS (m/e) 579; 1H-NMR (CDCl3, 400 MHz) δ 8.37 (s, 1H), 8.07 (s, 1H),... Reactants: COC=1C=C2C(=NC=NC2=CC1OC)N1CCC(CC1)C(C)=O (6,7-dimethoxy-4-[4-(1-oxoethyl)piperid-1-yl]quinazoline), O (water), [I-].C[S+](=O)(C)C (Trimethylsulphoxonium iodide), [H-].[Na+] (sodium hydride). The solvent is CCOCC (ether), CS(=O)C (dimethylsulphoxide), CS(=O)C (DMSO). Yields the product CC1(OC1)C1CCN(CC1)C1=NC=NC2=CC(=C(C=C12)OC)OC (2-methyl-2-[1-(6,7-dimethoxyquinazolin-4-yl)piperid-4-yl]oxirane). Reaction SMILES: [I-].[CH3:2][S+](C)(C)=O.[H-].[Na+].[CH3:9][O:10][C:11]1[CH:12]=[C:13]2[C:18](=[CH:19][C:20]=1[O:21][CH3:22])[N:17]=[CH:16][N:15]=[C:14]2[N:23]1[CH2:28][CH2:27][CH:26]([C:29](=[O:31])[CH3:30])[CH2:25][CH2:24]1.O>CS(C)=O.CCOCC>[CH3:30][C:29]1([CH:26]2[CH2:27][CH2:28][N:23]([C:14]3[C:13]4[C:18](=[CH:19][C:20]([O:21][CH3:22])=[C:11]([O:10][CH3:9])[CH:12]=4)[N:17]=[CH:16][N:15]=3)[CH2:24][CH2:25]2)[CH2:2][O:31]1 |f:0.1,2.3|. Procedure: Trimethylsulphoxonium iodide (2.25 g) was added portionwise to a stirred suspension of sodium hydride (0.5 g of a 50% dispersion in oil) in dimethylsulphoxide (20 cm3) and the mixture was stirred for 1 hour after which time 6,7-dimethoxy-4-[4-(1-oxoethyl)piperid-1-yl]quinazoline (3.15 g) was added in DMSO (10 cm3). After 1 hour the mixture was poured into water (50 cm3), extracted with dichloromethane (3×50 cm3) and the dried extracts (MgSO4) were evaporated to give an oil which was chromatograp... The reactants are C(C)(C)C1=CC=C(C=C1)C1C2=C(OC1)C1=CC=CC=C1C(=C2C)O (3-(4-isopropylphenyl)-4-methyl-2,3-dihydronaphtho[1,2-b]furan-5-ol), O (Water), Example 252, FC(S(=O)(=O)[O-])(F)F (trifluoromethanesulfonate). Reagents/catalysts: CN(C1=CC=NC=C1)C (4-dimethylaminopyridine). The solvent is N1=CC=CC=C1 (pyridine). Conditions: temperature 50 celsius, time 8 hour. Yields the product FC(S(=O)(=O)OC1=C(C2=C(OCC2C2=CC=C(C=C2)C(C)C)C2=CC=CC=C12)C)(F)F (3-(4-Isopropylphenyl)-4-methyl-2,3-dihydronaphtho[1,2-b]furan-5-yl trifluoromethanesulfonate). The yield is 76.0%. RXN SMILES: [CH:1]([C:4]1[CH:9]=[CH:8][C:7]([CH:10]2[CH2:14][O:13][C:12]3[C:15]4[C:20]([C:21]([OH:24])=[C:22]([CH3:23])[C:11]2=3)=[CH:19][CH:18]=[CH:17][CH:16]=4)=[CH:6][CH:5]=1)([CH3:3])[CH3:2].[F:25][C:26]([F:32])([F:31])[S:27]([O-])(=[O:29])=[O:28].O>CN(C)C1C=CN=CC=1.N1C=CC=CC=1>[F:25][C:26]([F:32])([F:31])[S:27]([O:24][C:21]1[C:20]2[C:15](=[CH:16][CH:17]=[CH:18][CH:19]=2)[C:12]2[O:13][CH2:14][CH:10]([C:7]3[CH:8]=[CH:9][C:4]([CH:1]([CH3:3])[CH3:2])=[CH:5][CH:6]=3)[C:11]=2[C:22]=1[CH3:23])(=[O:29])=[O:28]. Procedure: To a solution of 3-(4-isopropylphenyl)-4-methyl-2,3-dihydronaphtho[1,2-b]furan-5-ol obtained in Reference Example 252 (2.60 g, 8.17 mmol) and 4-dimethylaminopyridine (2.0 g, 16.3 mmol) in pyridine (30 mL) was added anhydrous trifluoromethanesulfonate (1.51 mL, 9.00 mmol) at room temperature at 0° C., and the mixture was stirred at 50° C. for 8 hours. Water was added to the reaction solution to separate the organic layer, and the aqueous layer was extracted with ethyl acetate. The combined organi... Reactants: CC=1C=C(OCC(=O)C=C(COC(C)(C)C)N(CC(=O)OCC)C)C=CC1 (1-(3-methylphenoxyacetyl)-2-(N-ethoxycarbonylmethyl-methylamino)-3-t-butoxy-1-propene), [O-]CC.[Na+] (sodium ethoxide), C(C)(=O)O (acetic acid). The solvent is C(C)(=O)OCC (ethyl acetate), C(C)O (ethanol). Product: CN1C(=CC(=C1C(=O)OCC)COC1=CC(=CC=C1)C)COC(C)(C)C (ethyl 1-methyl-2-(t-butoxymethyl)-4-(3-methylphenoxymethyl)pyrrole-5-carboxylate). As a reaction SMILES: [CH3:1][C:2]1[CH:3]=[C:4]([CH:25]=[CH:26][CH:27]=1)[O:5][CH2:6][C:7]([CH:9]=[C:10]([N:17]([CH3:24])[CH2:18][C:19]([O:21][CH2:22][CH3:23])=[O:20])[CH2:11][O:12][C:13]([CH3:16])([CH3:15])[CH3:14])=O.[O-]CC.[Na+].C(O)(=O)C>C(O)C.C(OCC)(=O)C>[CH3:24][N:17]1[C:18]([C:19]([O:21][CH2:22][CH3:23])=[O:20])=[C:7]([CH2:6][O:5][C:4]2[CH:25]=[CH:26][CH:27]=[C:2]([CH3:1])[CH:3]=2)[CH:9]=[C:10]1[CH2:11][O:12][C:13]([CH3:16])([CH3:15])[CH3:14] |f:1.2|. Procedure details: To a solution of 1-(3-methylphenoxyacetyl)-2-(N-ethoxycarbonylmethyl-methylamino)-3-t-butoxy-1-propene (40 g, 0.1 mol) in absolute ethanol (250 ml) is added sodium ethoxide (1.0 g, 0.015 mol) under N2. The reaction is stirred at room temperature and monitored by TLC until all starting material has disappeared. Then acetic acid (0.9 g, 0.015 mole) is added and the mixture taken to dryness in vacuo. The residue is dissolved in ethyl acetate (200 ml) and washed with water (100 ml), then saturated b... Reactants: C(=O)(O)C(CCN1C(=NC2=C1C=CC=C2C)COC2=CC=C(C=C2)Cl)C ((RS) 1-[3-carboxybutyl]-2-[(4-chlorophenoxy)methyl]-4-methylbenzimidazole), N1CCCC1 (pyrroldine), ON1N=NC2=C1C=CC=C2 (1-hydroxybenzotriazole), C1(CCCCC1)N=C=NC1CCCCC1 (dicyclohexylcarbodiimide). Solvent: CN(C=O)C (N,N-dimethylformamide). Reaction conditions: time 64 hour. Product: N1(CCCC1)C(=O)C(CCN1C(=NC2=C1C=CC=C2C)COC2=CC=C(C=C2)Cl)C ((RS) 1-[3-[(pyrrolidin-1-yl)carbonyl]butyl]-2-[(4-chlorophenoxy)methyl]-4-methylbenzimidazole). Yield: 103.2%. As a reaction SMILES: [C:1]([CH:4]([CH3:26])[CH2:5][CH2:6][N:7]1[C:11]2[CH:12]=[CH:13][CH:14]=[C:15]([CH3:16])[C:10]=2[N:9]=[C:8]1[CH2:17][O:18][C:19]1[CH:24]=[CH:23][C:22]([Cl:25])=[CH:21][CH:20]=1)([OH:3])=O.[NH:27]1[CH2:31][CH2:30][CH2:29][CH2:28]1.ON1C2C=CC=CC=2N=N1.C1(N=C=NC2CCCCC2)CCCCC1>CN(C)C=O>[N:27]1([C:1]([CH:4]([CH3:26])[CH2:5][CH2:6][N:7]2[C:11]3[CH:12]=[CH:13][CH:14]=[C:15]([CH3:16])[C:10]=3[N:9]=[C:8]2[CH2:17][O:18][C:19]2[CH:20]=[CH:21][C:22]([Cl:25])=[CH:23][CH:24]=2)=[O:3])[CH2:31][CH2:30][CH2:29][CH2:28]1. Procedure details: To a stirring solution of (RS) 1-[3-carboxybutyl]-2-[(4-chlorophenoxy)methyl]-4-methylbenzimidazole (0.700 g, 1.9 mmol) in N,N-dimethylformamide (40 ml) were added sequentially pyrroldine (155 mg, 1.1 eq), 1-hydroxybenzotriazole (282 mg, 1.1 eq), and dicyclohexylcarbodiimide (431 mg, 1.1 eq). The resulting mixture was then stirred under a nitrogen atmosphere at room temperature for 64 hours. The reaction mixture was then filtered and the resulting filtrate was concentrated under reduced pressure... Reactants: CC(=O)O, CCO, O=c1[nH]c2c(-c3ccncc3)nc(Nc3cc(Cl)ccc3[N+](=O)[O-])nc2n1C1CCOCC1, [Fe], [NH4+], [OH-], O. The product is Nc1ccc(Cl)cc1Nc1nc(-c2ccncc2)c2[nH]c(=O)n(C3CCOCC3)c2n1. RXN SMILES: [CH3:34][C:35](=[O:36])[OH:37].[CH3:42][CH2:43][OH:44].[Cl:1][c:2]1[cH:3][cH:4][c:5]([N+:31]([O-:32])=[O:33])[c:6]([NH:8][c:9]2[n:10][c:11](-[c:25]3[cH:26][cH:27][n:28][cH:29][cH:30]3)[c:12]3[nH:13][c:14](=[O:24])[n:15]([CH:18]4[CH2:19][CH2:20][O:21][CH2:22][CH2:23]4)[c:16]3[n:17]2)[cH:7]1.[Fe:41].[NH4+:39].[OH-:40].[OH2:38]>>[Cl:1][c:2]1[cH:3][cH:4][c:5]([NH2:31])[c:6]([NH:8][c:9]2[n:10][c:11](-[c:25]3[cH:26][cH:27][n:28][cH:29][cH:30]3)[c:12]3[nH:13][c:14](=[O:24])[n:15]([CH:18]4[CH2:19][CH2:20][O:21][CH2:22][CH2:23]4)[c:16]3[n:17]2)[cH:7]1.